Dataset: the Open Reaction Database (ORD), a public repository of structured organic reaction records. Task: describe an organic reaction: reactants, conditions, products, and yield The reactants are COC=1C2=C(SC1C(=O)O)C=CC=C2 (methoxybenzo[b]thiophene carboxylic acid), [OH-].[Na+] (NaOH), B(Br)(Br)Br (boron tribromide), COC1=CC2=C(SC=C2C(=O)O)C=C1 (5-methoxy-3-benzo[b]thiophenecarboxylic acid). The solvent is C1(=CC=CC=C1)C (toluene), C1(=CC=CC=C1)C (toluene). Reaction conditions: temperature 50 celsius, time 8 hour. The product is OC1=CC2=C(SC=C2C(=O)O)C=C1 (5-hydroxy-3-benzo[b]thiophenecarboxylic acid). As a reaction SMILES: COC1C2C=CC=CC=2SC=1C(O)=O.B(Br)(Br)Br.C[O:20][C:21]1[CH:32]=[CH:31][C:24]2[S:25][CH:26]=[C:27]([C:28]([OH:30])=[O:29])[C:23]=2[CH:22]=1.[OH-].[Na+]>C1(C)C=CC=CC=1>[OH:20][C:21]1[CH:32]=[CH:31][C:24]2[S:25][CH:26]=[C:27]([C:28]([OH:30])=[O:29])[C:23]=2[CH:22]=1 |f:3.4|. Procedure details: The methoxybenzo[b]thiophene carboxylic acid from Step 5 was slurried in toluene (35 L) and then warmed to 50° C. To an addition funnel containing toluene (9 L) was added boron tribromide (4.3 kg) and then the solution added over 1 hr to the slurry of 5-methoxy-3-benzo[b]thiophenecarboxylic acid. The mixture was aged for 8 hr. The reaction mixture was cooled to room temperature and 15%NaOH was slowly added (16 kg). To the three phase mixture was added 2 kg Solka Flok (filter aid) and then filter... Reactants: NC=1N=C(C2=C(N1)NC=C2)Cl (2-amino-4-chloro-7H-pyrrolo[2,3-d]pyrimidine), CC(C(=O)Cl)(C)C (trimethylacetyl chloride). Run in N1=CC=CC=C1 (pyridine). Conditions: time 30 minute. Product: C(C(C)(C)C)(=O)C=1N=C(C2=C(N1)NC=C2)Cl (2-pivaloyl-4-chloro-7H-pyrrolo[2,3-d]pyrimidine). The yield is 77.8%. Reaction SMILES: N[C:2]1[N:3]=[C:4]([Cl:11])[C:5]2[CH:10]=[CH:9][NH:8][C:6]=2[N:7]=1.[CH3:12][C:13]([CH3:18])([CH3:17])[C:14](Cl)=[O:15]>N1C=CC=CC=1>[C:14]([C:2]1[N:3]=[C:4]([Cl:11])[C:5]2[CH:10]=[CH:9][NH:8][C:6]=2[N:7]=1)(=[O:15])[C:13]([CH3:18])([CH3:17])[CH3:12]. Procedure: To a 100 ml round bottom flask was charged 4.0 g (23.8 mmol) of 2-amino-4-chloro-7H-pyrrolo[2,3-d]pyrimidine dissolved in 50 ml of anhydrous pyridine. To this solution was added 10.2 ml (83 mmol) of trimethylacetyl chloride, and after several minutes a precipitate began forming. The reaction was stirred at RT under a nitrogen atmosphere for 30 min. The volatiles were removed in vacuo, and the residue was dissolved in 1 L of CHCl3, washed twice with 0.1 N HCl, dried over Na2SO4, and removed in va...